describe an organic reaction: reactants, conditions, products, and yield From a dataset of the Open Reaction Database (ORD), a public repository of structured organic reaction records. Reactants: C1CCOC1, CO, ClCCl, CCOC(=O)Cl, [K+], [K+], COc1ccc(F)cc1CCC1CCC(CCN)O1, [Na+], O=C([O-])O, O=C([O-])[O-]. Yields the product CCOC(=O)NCCC1CCC(CCc2cc(F)ccc2OC)O1. RXN SMILES: [CH2:37]1[O:38][CH2:39][CH2:40][CH2:41]1.[CH3:42][OH:43].[Cl:44][CH2:45][Cl:46].[Cl:7][C:8](=[O:9])[O:10][CH2:11][CH3:12].[K+:1].[K+:2].[NH2:13][CH2:14][CH2:15][CH:16]1[O:17][CH:18]([CH2:21][CH2:22][c:23]2[c:24]([O:30][CH3:31])[cH:25][cH:26][c:27]([F:29])[cH:28]2)[CH2:19][CH2:20]1.[Na+:36].[O-:32][C:33]([OH:34])=[O:35].[O-:3][C:4]([O-:5])=[O:6]>>[C:8](=[O:9])([O:10][CH2:11][CH3:12])[NH:13][CH2:14][CH2:15][CH:16]1[O:17][CH:18]([CH2:21][CH2:22][c:23]2[c:24]([O:30][CH3:31])[cH:25][cH:26][c:27]([F:29])[cH:28]2)[CH2:19][CH2:20]1. Reaction conditions: time 2 hour. Procedure details: 1.4 g of sodium hydride at 50% in oil and 6 g of bromo N-butyl-N-methyl acetamide of Step A of Preparation B of Example 78 were added to a solution of 3.36 g of the product of Step A in 45 ml of tetrahydrofuran under a nitrogen atmosphere. The mixture was stirred for 2 hours at ambient temperature and poured into an ammonium chloride solution and extracted with ethyl acetate. The extracts were washed and evaporated to dryness under reduced pressure. The 10 g of residue were chromatographed on si... As a reaction SMILES: [H-].[Na+].Br[CH2:4][C:5]([N:7]([CH2:9][CH2:10][CH2:11][CH3:12])[CH3:8])=[O:6].[SH:13][CH2:14][CH2:15][CH2:16][CH2:17][CH2:18][OH:19].[Cl-].[NH4+]>O1CCCC1>[CH2:9]([N:7]([CH3:8])[C:5](=[O:6])[CH2:4][S:13][CH2:14][CH2:15][CH2:16][CH2:17][CH2:18][OH:19])[CH2:10][CH2:11][CH3:12] |f:0.1,4.5|. Run in O1CCCC1 (tetrahydrofuran). Isolated yield 76.2%. The product is C(CCC)N(C(CSCCCCCO)=O)C (N-butyl-2-[(5-hydroxypentyl)-thio]-N-methyl acetamide). Reactants: [Cl-].[NH4+] (ammonium chloride), [H-].[Na+] (sodium hydride), BrCC(=O)N(C)CCCC (bromo N-butyl-N-methyl acetamide), SCCCCCO (5-mercaptopentanol). The reactants are ClC1=CC=NC2=CC=CC=C12 (4-chloroquinoline), N1CCNCC1 (piperazine). Solvent: C1(=CC=CC=C1)C (toluene). Run at time 96 hour. Product: N1(CCNCC1)C1=CC=NC2=CC=CC=C12 (4-Piperazinylquinoline), solid. Isolated yield 97.0%. RXN SMILES: Cl[C:2]1[C:11]2[C:6](=[CH:7][CH:8]=[CH:9][CH:10]=2)[N:5]=[CH:4][CH:3]=1.[NH:12]1[CH2:17][CH2:16][NH:15][CH2:14][CH2:13]1>C1(C)C=CC=CC=1>[N:12]1([C:2]2[C:11]3[C:6](=[CH:7][CH:8]=[CH:9][CH:10]=3)[N:5]=[CH:4][CH:3]=2)[CH2:17][CH2:16][NH:15][CH2:14][CH2:13]1. Reported procedure: To a solution of 4-chloroquinoline (2.0 g, 12.2 mmol) in toluene (100 mL) was added piperazine (7.98 g, 92.7 mmol). The reaction mixture was heated to reflux and stirred for 96 hours, after which it was cooled to room temperature and then further cooled to 0° C. The resulting mixture was filtered to remove the hydrochloride salts that had precipitated. After washing the salts with toluene, the combined filtrate was washed with 10% aqueous acetic acid (2×25 mL). The combined aqueous extracts were... Starting materials: [N+](=O)(O)[O-] (nitric acid), FC1=CC(=CC=C1)OC(F)(F)F (1-fluoro-3-trifluoromethoxybenzene), S(O)(O)(=O)=O (sulfuric acid), S(O)(O)(=O)=O (sulfuric acid), solution. The product is FC1=CC(=C(C=C1)[N+](=O)[O-])OC(F)(F)F (4-Fluoro-1-nitro-2-trifluoromethoxy-benzene). RXN SMILES: [F:1][C:2]1[CH:7]=[CH:6][CH:5]=[C:4]([O:8][C:9]([F:12])([F:11])[F:10])[CH:3]=1.S(=O)(=O)(O)O.[N+:18]([O-])([OH:20])=[O:19]>>[F:1][C:2]1[CH:7]=[CH:6][C:5]([N+:18]([O-:20])=[O:19])=[C:4]([O:8][C:9]([F:10])([F:11])[F:12])[CH:3]=1. Procedure details: To 1-fluoro-3-trifluoromethoxybenzene (1 mL) was added concentrated sulfuric acid (1 mL) at 0° C. To the cold solution was added dropwise (0.7 mL) of a solution made from concentrated nitric acid (1 mL) and concentrated sulfuric acid (1 mL). The reaction was slowly allowed to warm to room temperature then poured onto ice and extracted with ether. The organic layer was separated and washed with sodium hydroxide 1N, then brined and dried over magnesium sulfate. The solvent was removed under reduce... Reactants: CC(C)=O, CC(C)C(NC(=O)OCc1ccccc1)C(=O)OCC(C)(C)NC(=O)OCCl, [I-], [Na+]. Yields the product CC(C)C(NC(=O)OCc1ccccc1)C(=O)OCC(C)(C)NC(=O)OCI. Reaction SMILES: [CH3:31][C:32](=[O:33])[CH3:34].[Cl:1][CH2:2][O:3][C:4](=[O:5])[NH:6][C:7]([CH2:8][O:9][C:10]([CH:11]([NH:12][C:13](=[O:14])[O:15][CH2:16][c:17]1[cH:18][cH:19][cH:20][cH:21][cH:22]1)[CH:23]([CH3:24])[CH3:25])=[O:26])([CH3:27])[CH3:28].[I-:30].[Na+:29]>>[CH2:2]([O:3][C:4](=[O:5])[NH:6][C:7]([CH2:8][O:9][C:10]([CH:11]([NH:12][C:13](=[O:14])[O:15][CH2:16][c:17]1[cH:18][cH:19][cH:20][cH:21][cH:22]1)[CH:23]([CH3:24])[CH3:25])=[O:26])([CH3:27])[CH3:28])[I:30]. The reactants are ClC1=CC=CC=2CC3=C(C(N(C3)[C@H](C(=O)O)CC3CCCCC3)=O)OC12 ((S)-2-(5-chloro-3-oxo-3,9-dihydro-1H-chromeno[2,3-c]pyrrol-2-yl)-3-cyclohexyl-propionic acid), NC=1SC=CN1 (2-aminothiazole), N-ethyl-N-dimethyaminopropyl carbodiimide hydrochloride, ON1N=NC2=C1C=CC=C2 (N-hydroxybenzotriazole). The solvent is C(Cl)Cl (methylene chloride), O (water). Yields the product ClC1=CC=CC=2CC3=C(C(N(C3)[C@H](C(=O)NC=3SC=CN3)CC3CCCCC3)=O)OC12 ((S)-2-(5-chloro-3-oxo-3,9-dihydro-1H-chromeno[2,3-c]pyrrol-2-yl)-3-cyclohexyl-N-thiazol-2-yl-propionamide). The yield is 84.1%. RXN SMILES: [Cl:1][C:2]1[C:26]2[O:25][C:9]3[C:10](=[O:24])[N:11]([C@@H:13]([CH2:17][CH:18]4[CH2:23][CH2:22][CH2:21][CH2:20][CH2:19]4)[C:14](O)=[O:15])[CH2:12][C:8]=3[CH2:7][C:6]=2[CH:5]=[CH:4][CH:3]=1.[NH2:27][C:28]1[S:29][CH:30]=[CH:31][N:32]=1.ON1C2C=CC=CC=2N=N1>C(Cl)Cl.O>[Cl:1][C:2]1[C:26]2[O:25][C:9]3[C:10](=[O:24])[N:11]([C@@H:13]([CH2:17][CH:18]4[CH2:23][CH2:22][CH2:21][CH2:20][CH2:19]4)[C:14]([NH:27][C:28]4[S:29][CH:30]=[CH:31][N:32]=4)=[O:15])[CH2:12][C:8]=3[CH2:7][C:6]=2[CH:5]=[CH:4][CH:3]=1. Procedure: A solution of (S)-2-(5-chloro-3-oxo-3,9-dihydro-1H-chromeno[2,3-c]pyrrol-2-yl)-3-cyclohexyl-propionic acid (100 mg, 0.27 mmol) (Example 20, Step 2c), commercially available 2-aminothiazole (32 mg, 0.32 mmol), N-ethyl-N-dimethyaminopropyl carbodiimide hydrochloride (EDCI. HCl) (40 mg, 0.29 mmol), and N-hydroxybenzotriazole (HOBt) (56 mg, 0.29 mmol) in methylene chloride (5 mL) was stirred for 16 hours at 25° C. The reaction mixture was diluted with water and extracted with ethyl acetate (3×). The... Run in C1CCOC1 (THF). Reported procedure: A solution of 9-[(3-methylphenyl)methyl]-2-methyl-4-hydroxy-5-carbomethoxy carbazole (0.92 g, 2.56 mM) in 38 ml THF and 154 mL concentrated aqueous ammonium hydroxide was sonicated for 6 h at 30-40° C. The precipitated solid was filtered, washed with water to afford 0.55 g (63%) of 9-[(3-methylphenyl)methyl]-2-methyl-4-hydroxy-5-carbamoyl carbazole. 1H NMR (DMSO-d6) δ10.5 (s, 1H), 8.8 (bs, 1H), 8.4 (bs, 1H), 7.75 (m, 1H), 7.4 (m, 2H), 7.15 (dd, J=8 and 8 Hz, 1H), 7.05 (m, 1H), 7.0 (s, 1H), 6.9 (... The reactants are CC=1C=C(C=CC1)CN1C2=CC=CC(=C2C=2C(=CC(=CC12)C)O)C(=O)OC (9-[(3-methylphenyl)methyl]-2-methyl-4-hydroxy-5-carbomethoxy carbazole), [OH-].[NH4+] (ammonium hydroxide). The product is CC=1C=C(C=CC1)CN1C2=CC=CC(=C2C=2C(=CC(=CC12)C)O)C(N)=O (9-[(3-methylphenyl)methyl]-2-methyl-4-hydroxy-5-carbamoyl carbazole). Reaction SMILES: [CH3:1][C:2]1[CH:3]=[C:4]([CH2:8][N:9]2[C:21]3[CH:20]=[C:19]([CH3:22])[CH:18]=[C:17]([OH:23])[C:16]=3[C:15]3[C:10]2=[CH:11][CH:12]=[CH:13][C:14]=3[C:24]([O:26]C)=O)[CH:5]=[CH:6][CH:7]=1.[OH-].[NH4+:29]>C1COCC1>[CH3:1][C:2]1[CH:3]=[C:4]([CH2:8][N:9]2[C:21]3[CH:20]=[C:19]([CH3:22])[CH:18]=[C:17]([OH:23])[C:16]=3[C:15]3[C:10]2=[CH:11][CH:12]=[CH:13][C:14]=3[C:24](=[O:26])[NH2:29])[CH:5]=[CH:6][CH:7]=1 |f:1.2|. Isolated yield 63.0%. Reactants: [N+](=O)([O-])C=1C=C2C(OC(C2=CC1)(C)C)(C)C (5-nitro-1,1,3,3-tetramethyl-1,3-dihydro-isobenzofuran), [N+](=O)([O-])C=1C=C2C(OC(C2=CC1)(C)C)(C)C (5-nitro-1,1,3,3-tetramethyl-1,3-dihydro-isobenzofuran). Reagents/catalysts: [Pd] (Pd-C). The solvent is C(C)O (ethanol), C(C)(=O)OCC (ethyl acetate). Run at time 2 day. The product is NC=1C=C2C(OC(C2=CC1)(C)C)(C)C (5-Amino-1,1,3,3-tetramethyl-1,3-dihydro-isobenzofuran). Yield: 94.8%. As a reaction SMILES: [N+:1]([C:4]1[CH:5]=[C:6]2[C:10](=[CH:11][CH:12]=1)[C:9]([CH3:14])([CH3:13])[O:8][C:7]2([CH3:16])[CH3:15])([O-])=O>C(O)C.C(OCC)(=O)C.[Pd]>[NH2:1][C:4]1[CH:5]=[C:6]2[C:10](=[CH:11][CH:12]=1)[C:9]([CH3:14])([CH3:13])[O:8][C:7]2([CH3:16])[CH3:15]. Procedure: A solution of 5-nitro-1,1,3,3-tetramethyl-1,3-dihydro-isobenzofuran (Compound 77, 3.8 g, 16 mmol) in 40 mL of ethanol and 10 mL of ethyl acetate was treated with 5% Pd-C (0.38 g) and the resulting reaction mixture was stirred under an atmosphere of hydrogen for 2 days. The reaction mixture was filtered over a bed of Celite™ and the filtrate was evaporated to afford the title compound (2.9 g, 95%) with trace amount of starting material. 1H NMR (300 MHz, CDCl3): δ 6.86 (d, 1H, J=8.1 Hz), 6.59 (dd,... The solvent is C(CCC)O (n-butanol). Procedure details: 2-(2-Hydroxy-5-methylphenyl)-2H-benzotriazole (74.3 g, 0.33 tool), diethylamine (37.0 g, 0.51 mol) and paraformaldehyde (17.1 g) are dissolved in 85 mL of n-butanol. The mixture is heated with agitation at reflux (95° to 100° C.) for 44 hours. The solvent is then removed by vacuum distillation to give a yellow viscous liquid as product in high yield (>99%). This Mannich base is identified as the above-named compound by thin layer chromatography using toluene as the mobile phase. Yields the product OC1=C(C=C(C=C1CN(CC)CC)C)N1N=C2C(=N1)C=CC=C2 (2-(2-Hydroxy-3-diethylaminomethyl-5-methylphenyl)-2H-benzotriazole). Reaction SMILES: [OH:1][C:2]1[CH:7]=[CH:6][C:5]([CH3:8])=[CH:4][C:3]=1[N:9]1[N:13]=[C:12]2[CH:14]=[CH:15][CH:16]=[CH:17][C:11]2=[N:10]1.[CH2:18]([NH:20][CH2:21][CH3:22])[CH3:19].C=O.[C:25]1(C)C=CC=CC=1>C(O)CCC>[OH:1][C:2]1[C:7]([CH2:25][N:20]([CH2:21][CH3:22])[CH2:18][CH3:19])=[CH:6][C:5]([CH3:8])=[CH:4][C:3]=1[N:9]1[N:13]=[C:12]2[CH:14]=[CH:15][CH:16]=[CH:17][C:11]2=[N:10]1. The reactants are Mannich base, OC1=C(C=C(C=C1)C)N1N=C2C(=N1)C=CC=C2 (2-(2-Hydroxy-5-methylphenyl)-2H-benzotriazole), C(C)NCC (diethylamine), C=O (paraformaldehyde), C1(=CC=CC=C1)C (toluene). Reactants: CC1=C2C(=NC=C1)N(C(=N2)CCC)CC2=CC=C(C=C2)C=2C(=NC=CC2)C#N (7-methyl-2-propyl-3-[[4-(2-cyanopyridin-3-yl)phenyl]methyl]imidazo[4,5-b]pyridine), C[Sn](C)(C)N=[N+]=[N-] (trimethylstannylazide). Solvent: C1(=CC=CC=C1)C (toluene). The product is CC1=C2C(=NC=C1)N(C(=N2)CCC)CC2=CC=C(C=C2)C=2C(=NC=CC2)C2=NN=NN2 (7-methyl-2-propyl-3-[[4-[2-(1H-tetrazol-5-yl)-3-pyridinyl]phenyl]methyl]imidazo [4,5-b]pyridine). RXN SMILES: [CH3:1][C:2]1[CH:7]=[CH:6][N:5]=[C:4]2[N:8]([CH2:14][C:15]3[CH:20]=[CH:19][C:18]([C:21]4[C:22]([C:27]#[N:28])=[N:23][CH:24]=[CH:25][CH:26]=4)=[CH:17][CH:16]=3)[C:9]([CH2:11][CH2:12][CH3:13])=[N:10][C:3]=12.C[Sn]([N:33]=[N+:34]=[N-:35])(C)C>C1(C)C=CC=CC=1>[CH3:1][C:2]1[CH:7]=[CH:6][N:5]=[C:4]2[N:8]([CH2:14][C:15]3[CH:20]=[CH:19][C:18]([C:21]4[C:22]([C:27]5[NH:35][N:34]=[N:33][N:28]=5)=[N:23][CH:24]=[CH:25][CH:26]=4)=[CH:17][CH:16]=3)[C:9]([CH2:11][CH2:12][CH3:13])=[N:10][C:3]=12. Reported procedure: A solution of 7-methyl-2-propyl-3-[[4-(2-cyanopyridin-3-yl)phenyl]methyl]imidazo[4,5-b]pyridine (300 mg, 0.817 mmol) and trimethylstannylazide (504mg, 2.45 mmol) in toluene (3 mL) was heated to reflux for 36 h. The mixture was cooled to rt, concentrated, then purified by flash chromatography on SiO2 (80/20/1 CH2Cl2 /MeOH/NH4OH) to give 7-methyl-2-propyl-3-[[4-[2-(1H-tetrazol-5-yl)-3-pyridinyl]phenyl]methyl]imidazo [4,5-b]pyridine as a white solid.